Dataset: the Open Reaction Database (ORD), a public repository of structured organic reaction records. Task: describe an organic reaction: reactants, conditions, products, and yield The reactants are N1CCCCC1 (piperidine), C1(=CC=CC=C1)P(C1=CC=CC=C1)C1=CC=CC=C1 (triphenyl phosphine), 1L, BrC1=C(C(=CC(=C1)Br)C(C)C)OCC(=C)C (1,5-dibromo-3-isopropyl-2-(2-methyl-allyloxy)-benzene), BrC1=C(C(=CC(=C1)Br)C(C)C)OCC(=C)C (1,5-dibromo-3-isopropyl-2-(2-methyl-allyloxy)-benzene), C(=O)O (formic acid). Reagents/catalysts: C(C)(=O)[O-].[Pd+2].C(C)(=O)[O-] (palladium(II)acetate). Solvent: CN(C=O)C (N,N-dimethylformamide). Product: BrC=1C=C(C2=C(C(CO2)(C)C)C1)C(C)C (5-Bromo-3 3-dimethyl-7-isopropyl-2,3-dihydro-benzofuran), oil. The yield is 7.3%. Reaction SMILES: Br[C:2]1[CH:7]=[C:6]([Br:8])[CH:5]=[C:4]([CH:9]([CH3:11])[CH3:10])[C:3]=1[O:12][CH2:13][C:14]([CH3:16])=[CH2:15].C1(P(C2C=CC=CC=2)C2C=CC=CC=2)C=CC=CC=1.N1CCCCC1.C(O)=O>C([O-])(=O)C.[Pd+2].C([O-])(=O)C.CN(C)C=O>[Br:8][C:6]1[CH:5]=[C:4]([CH:9]([CH3:11])[CH3:10])[C:3]2[O:12][CH2:13][C:14]([CH3:16])([CH3:15])[C:2]=2[CH:7]=1 |f:4.5.6|. Procedure: Following general procedure C and using 1,5-dibromo-3-isopropyl-2-(2-methyl-allyloxy)-benzene (Compound 6, 28.45 g, 82 mmol), palladium(II)acetate (0.808 g, 3.5 mmol), triphenyl phosphine (1.02 g, 3.5 mmol), 7.7 mL of piperidine and 21 mL of 98% formic acid in a total volume of 1L of anhydrous N,N-dimethylformamide, the title compound was obtained as a colorless oil (1.6 g, 7.3%). 1H NMR (300 MHz, CDCl3): δ 7.12 (d, 1H, J=2.2 Hz), 7.03 (d, 1H, J=2.2 Hz), 4.21 (s, 2H), 3.06 (heptet, 1H, J=6.9 Hz)... Starting materials: O (water), C(C1=CC=CC=C1)(=O)O.O1C2C13CC[C@H]1[C@@H]4CC[C@H]([C@@H](CO)C)[C@]4(CC[C@@H]1[C@]3(CCC2=O)C)C ((20S)-4,5-epoxy-21-hydroxy-20-methylpregnan-3-one benzoate), S(O)(O)(=O)=O (sulfuric acid), [N-]=[N+]=[N-].[Na+] (sodium azide). Run in CS(=O)C (dimethyl sulfoxide). Conditions: time 1 hour. Yields the product C(C1=CC=CC=C1)(=O)O.NC1=C2C=C[C@H]3[C@@H]4CC[C@H]([C@@H](CO)C)[C@]4(CC[C@@H]3[C@]2(CCC1=O)C)C ((20S)-4-amino-21-hydroxy-20-methylpregna-4,6-dien-3-one benzoate). The yield is 77.4%. RXN SMILES: [C:1]([OH:9])(=[O:8])[C:2]1[CH:7]=[CH:6][CH:5]=[CH:4][CH:3]=1.O1[C:12]23[C@:28]([CH3:33])([CH2:29][CH2:30][C:31](=[O:32])[CH:11]12)[C@@H:27]1[C@H:15]([C@H:16]2[C@:24]([CH3:34])([CH2:25][CH2:26]1)[C@@H:19]([C@H:20]([CH3:23])[CH2:21][OH:22])[CH2:18][CH2:17]2)[CH2:14][CH2:13]3.[N-:35]=[N+]=[N-].[Na+].S(=O)(=O)(O)O.O>CS(C)=O>[C:1]([OH:9])(=[O:8])[C:2]1[CH:7]=[CH:6][CH:5]=[CH:4][CH:3]=1.[NH2:35][C:11]1[C:31](=[O:32])[CH2:30][CH2:29][C@@:28]2([CH3:33])[C:12]=1[CH:13]=[CH:14][C@@H:15]1[C@@H:27]2[CH2:26][CH2:25][C@@:24]2([CH3:34])[C@H:16]1[CH2:17][CH2:18][C@@H:19]2[C@H:20]([CH3:23])[CH2:21][OH:22] |f:0.1,2.3,7.8|. Reported procedure: To a vigorously stirred solution of (20S)-4,5-epoxy-21-hydroxy-20-methylpregnan-3-one benzoate (1.0 g, 2.22 mmole) in dimethyl sulfoxide (35 mL), heated to 60° C., there was added sodium azide (2.7 g) and the concentrated sulfuric acid (0.2 mL). The mixture was quickly brought to a temperature of 100° C. and held at that temperature for 1 hour. The cooled mixture was then poured onto cold water (250 mL). The resulting mixture was extracted with ether (300 mL) and the ether solution was washed wi... Starting materials: C1(=CC=CC=C1)NC=1C2=C(SC1N)C=CC=C2 (N3-phenylbenzo[b]thiophene-2,3-diamine), C(=O)O (formic acid). Run in COC(OC)OC (trimethoxymethane). Reaction conditions: temperature 120 celsius. Product: C1(=CC=CC=C1)N1C=NC2=C1C1=C(S2)C=CC=C1 (1-phenyl-1H-benzo[4,5]thieno[2,3-d]imidazole). The yield is 85.0%. Reaction SMILES: [C:1]1([NH:7][C:8]2[C:9]3[CH:17]=[CH:16][CH:15]=[CH:14][C:10]=3[S:11][C:12]=2[NH2:13])[CH:6]=[CH:5][CH:4]=[CH:3][CH:2]=1.[CH:18](O)=O>COC(OC)OC>[C:1]1([N:7]2[C:8]3[C:9]4[CH:17]=[CH:16][CH:15]=[CH:14][C:10]=4[S:11][C:12]=3[N:13]=[CH:18]2)[CH:2]=[CH:3][CH:4]=[CH:5][CH:6]=1. Procedure: Into a solution of N3-phenylbenzo[b]thiophene-2,3-diamine (16 g, 66.7 mmol) in trimethoxymethane (200 ml) was added formic acid (1.5 ml, 42.3 mmol) at room temperature. The reaction mixture was subsequently heated at 120° C. for 6 h. After cooling to room temperature, it was quenched with aqueous NaHCO3 solution and extracted with ethyl acetate. Upon evaporation off the solvent, the residue was purified by chromatography on silica gel with hexane/EtOAc (95/5, v/v) as eluent to yield 1-phenyl-1H-... Starting materials: C(=C\CCC)/[C@@H]1CC[C@H](CC1)C1=CC=C(C=C1)C(C)=O (p-[trans-4-(trans-1-pentenyl)cyclohexyl]acetophenone), O.NN (hydrazine hydrate), solid, [OH-].[K+] (potassium hydroxide). Solvent: C(C)O (ethanol), C(COCCO)O (diethylene glycol). Reaction conditions: temperature 110 celsius, time 1.5 hour. The product is C(C)C1=CC=C(C=C1)[C@@H]1CC[C@H](CC1)\C=C\CCC (4-ethyl-1-[trans-4-(trans-1-pentenyl)cyclohexyl]benzene). Yield: 90.6%. Reaction SMILES: [CH:1](/[C@H:6]1[CH2:11][CH2:10][C@H:9]([C:12]2[CH:17]=[CH:16][C:15]([C:18](=O)[CH3:19])=[CH:14][CH:13]=2)[CH2:8][CH2:7]1)=[CH:2]\[CH2:3][CH2:4][CH3:5].O.NN.[OH-].[K+]>C(O)C.C(O)COCCO>[CH2:18]([C:15]1[CH:14]=[CH:13][C:12]([C@H:9]2[CH2:10][CH2:11][C@H:6](/[CH:1]=[CH:2]/[CH2:3][CH2:4][CH3:5])[CH2:7][CH2:8]2)=[CH:17][CH:16]=1)[CH3:19] |f:1.2,3.4|. Procedure details: A solution of 1.35 g of p-[trans-4-(trans-1-pentenyl)cyclohexyl]acetophenone in 16 ml of ethanol and 16 ml of diethylene glycol was treated with 0.486 ml of hydrazine hydrate while gassing with argon and then heated to reflux (bath temperature 110° C.) while stirring for 1.5 hours. The mixture was subsequently treated with 550 mg of solid potassium hydroxide, the bath temperature was increased to 210° C. and the ethanol was distilled off. After 2.5 hours at 210° C., the reaction was interrupted ... Reactants: CCN(C(C)C)C(C)C (i-Pr2NEt), ClC=1C=2N(C=CN1)C(=NC2)C2CC(C2)CO ([3-(8-chloroimidazo[1,5-a]pyrazin-3-yl)cyclobutyl]methanol), C1(CCCC(CCC1)O)O (cyclooctane-1,5-diol), C1(=CC=C(C=C1)S(=O)(=O)OS(=O)(=O)C1=CC=C(C=C1)C)C (p-toluenesulfonic anhydride). Solvent: ClCCl (dichloromethane). Run at time 15 hour. The product is C1(=CC=C(C=C1)S(=O)(=O)OC[C@@H]1C[C@@H](C1)C1=NC=C2N1C=CN=C2Cl)C (cis-3-(8-Chloroimidazo[1,5-a]pyrazin-3-yl)cyclobutylmethyl toluene-4-sulfonate), C1(=CC=C(C=C1)S(=O)(=O)OC[C@@H]1C[C@H](C1)C1=NC=C2N1C=CN=C2Cl)C (trans-3-(8-chloroimidazo[1,5-a]pyrazin-3-yl)cyclobutylmethyl toluene-4-sulfonate). As a reaction SMILES: [Cl:1][C:2]1[C:3]2[N:4]([C:8]([CH:11]3[CH2:14][CH:13]([CH2:15][OH:16])[CH2:12]3)=[N:9][CH:10]=2)[CH:5]=[CH:6][N:7]=1.C1(O)CCCC(O)CCC1.[C:27]1([CH3:47])[CH:32]=[CH:31][C:30]([S:33]([O:36][S:37]([C:40]2[CH:45]=[CH:44][C:43]([CH3:46])=[CH:42][CH:41]=2)(=[O:39])=[O:38])(=[O:35])=[O:34])=[CH:29][CH:28]=1.CCN(C(C)C)C(C)C>ClCCl>[C:27]1([CH3:47])[CH:32]=[CH:31][C:30]([S:33]([O:16][CH2:15][C@H:13]2[CH2:12][C@@H:11]([C:8]3[N:4]4[CH:5]=[CH:6][N:7]=[C:2]([Cl:1])[C:3]4=[CH:10][N:9]=3)[CH2:14]2)(=[O:35])=[O:34])=[CH:29][CH:28]=1.[C:43]1([CH3:46])[CH:42]=[CH:41][C:40]([S:37]([O:36][CH2:15][C@H:13]2[CH2:14][C@H:11]([C:8]3[N:4]4[CH:5]=[CH:6][N:7]=[C:2]([Cl:1])[C:3]4=[CH:10][N:9]=3)[CH2:12]2)(=[O:38])=[O:39])=[CH:45][CH:44]=1. Reported procedure: cis-3-(8-Chloroimidazo[1,5-a]pyrazin-3-yl)cyclobutylmethyl toluene-4-sulfonate and trans-3-(8-chloroimidazo[1,5-a]pyrazin-3-yl)cyclobutylmethyl toluene-4-sulfonate were prepared as follows: To a solution of [3-(8-chloroimidazo[1,5-a]pyrazin-3-yl)cyclobutyl]methanol (˜5:1 mixture of cis- and trans-isomers, contaminated with unknown amount of cyclooctane-1,5-diol from the previous reaction, 118.8 mg, 0.5 mmol) and p-toluenesulfonic anhydride (244.8 mg, 0.75 mmol) in dichloromethane (2.0 mL) was ad... Starting materials: FC1=CC(=C(C=C1)/C=C/N1CCCC1)[N+](=O)[O-] (1-[(E)-2-(4-fluoro-2-nitrophenyl)ethenyl]pyrrolidine), Cl.NNC(=O)N (semicarbazide HCl). Run in CO (MeOH), O (water). Reaction conditions: time 1 hour. Product: FC1=CC(=C(C=C1)C/C=N/NC(=O)N)[N+](=O)[O-] ((1E)-(4-Fluoro-2-nitrophenyl)ethanal semicarbazone). As a reaction SMILES: [F:1][C:2]1[CH:7]=[CH:6][C:5](/[CH:8]=[CH:9]/[N:10]2CCCC2)=[C:4]([N+:15]([O-:17])=[O:16])[CH:3]=1.Cl.N[NH:20][C:21]([NH2:23])=[O:22]>CO.O>[F:1][C:2]1[CH:7]=[CH:6][C:5]([CH2:8]/[CH:9]=[N:10]/[NH:20][C:21]([NH2:23])=[O:22])=[C:4]([N+:15]([O-:17])=[O:16])[CH:3]=1 |f:1.2|. Procedure details: To a stirred solution of 1-[(E)-2-(4-fluoro-2-nitrophenyl)ethenyl]pyrrolidine (77.25 g, 0.327 mol) in warm MeOH (500 mL) was added a solution of semicarbazide HCl (38.3 g, 0.343 mol) in warm water (200 mL). The reaction mixture was stirred at room temperature for 1 h and was then cooled in ice and filtered. The solid was washed with cold 1:1 MeOH/water (2×30 mL) and dried to give 71 g (90% over two steps) of the title compound.